Dataset: the Open Reaction Database (ORD), a public repository of structured organic reaction records. Task: describe an organic reaction: reactants, conditions, products, and yield Reactants: BrC1=C(C=C(C(=C1)OC)OC)C1OCCO1 (2-(2-bromo-4,5-dimethoxyphenyl)-1,3-dioxolane), BrC1=C(C=C(C(=C1)OC)OC)C1OCCO1 (2-(2-bromo-4,5-dimethoxyphenyl)-1,3-dioxolane), O1CCCC1 (tetrahydrofuran), C1=CC2=C(C=C1C=O)OCO2 (Piperonal), O1CCCC1 (tetrahydrofuran), C(CCC)[Li] (n-Butyllithium), C1=CC2=C(C=C1C=O)OCO2 (Piperonal). Run in C(=O)=O.CC(=O)C (dry ice acetone). Run at temperature -78 celsius. Product: O1C(OCC1)C1=C(C=C(C(=C1)OC)OC)C(O)C1=CC2=C(OCO2)C=C1 ((2-(1,3-Dioxolane-2-yl)-4,5-dimethoxy phenyl) (benzo(d)(1,3)dioxol-5-yl)-methanol). The yield is 30.0%. As a reaction SMILES: Br[C:2]1[CH:7]=[C:6]([O:8][CH3:9])[C:5]([O:10][CH3:11])=[CH:4][C:3]=1[CH:12]1[O:16][CH2:15][CH2:14][O:13]1.O1CCCC1.C([Li])CCC.[CH:27]1[C:32]([CH:33]=[O:34])=[CH:31][C:30]2[O:35][CH2:36][O:37][C:29]=2[CH:28]=1>C(=O)=O.CC(C)=O>[O:13]1[CH2:14][CH2:15][O:16][CH:12]1[C:3]1[CH:4]=[C:5]([O:10][CH3:11])[C:6]([O:8][CH3:9])=[CH:7][C:2]=1[CH:33]([C:32]1[CH:27]=[CH:28][C:29]2[O:37][CH2:36][O:35][C:30]=2[CH:31]=1)[OH:34] |f:4.5|. Reported procedure: To a flame dried four necked round bottom flask (100 mL) were added 2-(2-bromo-4,5-dimethoxyphenyl)-1,3-dioxolane (formula VII; 1.0 g, 0.9934 mole) and anhydrous tetrahydrofuran (25 ml) under nitrogen atmosphere. The flask was cooled to −78° C. in dry ice-acetone bath; n-Butyllithium (5.3 ml, 0.005 mole) was added drop wise with stirring at −78° C. and stirred for 15 minutes. A separate flame dried flask was charged with Piperonal (0.517 g, 1.0034 mole) and dry tetrahydrofuran (6 ml). The Pipero... Reactants: CSC1=NN=C2C(C3=C(C=CN21)C=CC=C3)C3=CC=CC=C3 (3-Methylthio-11-phenyl-11H-s-triazolo[3,4-b][3]benzazepine), [OH-].[K+] (potassium hydroxide). Product: C1(=CC=CC=C1)C1C=2N(C=CC3=C1C=CC=C3)C(NN2)=O (2,11-dihydro-11-phenyl-3H-s-triazolo[3,4-b][3]benzazepin-3-one). RXN SMILES: CS[C:3]1[N:12]2[C:6]([CH:7]([C:17]3[CH:22]=[CH:21][CH:20]=[CH:19][CH:18]=3)[C:8]3[CH:16]=[CH:15][CH:14]=[CH:13][C:9]=3[CH:10]=[CH:11]2)=[N:5][N:4]=1.[OH-:23].[K+]>>[C:17]1([CH:7]2[C:8]3[CH:16]=[CH:15][CH:14]=[CH:13][C:9]=3[CH:10]=[CH:11][N:12]3[C:3](=[O:23])[NH:4][N:5]=[C:6]23)[CH:22]=[CH:21][CH:20]=[CH:19][CH:18]=1 |f:1.2|. Reported procedure: 3-Methylthio-11-phenyl-11H-s-triazolo[3,4-b][3]benzazepine was treated with potassium hydroxide and the reaction mixture was treated as described. This procedure provided 2,11-dihydro-11-phenyl-3H-s-triazolo[3,4-b][3]benzazepin-3-one as crystals. Colorless needles (as recrystallized from methanol), m.p. 258°-260° C.